From a dataset of the Open Reaction Database (ORD), a public repository of structured organic reaction records. describe an organic reaction: reactants, conditions, products, and yield The reactants are C(C1=CC=NC=C1)(=O)NCC(=O)C1=CC=C(C=C1)OC (α-isonicotinamido-p-methoxyacetophenone), P(O)(O)(O)=O (phosphoric acid). The solvent is C(C)(=O)OC(C)=O (acetic anhydride). Yields the product N1=CC=C(C=C1)C=1OC(=CN1)C1=CC=C(C=C1)OC (2-(4-pyridyl)-5-p-methoxyphenyloxazole). Reaction SMILES: [C:1]([NH:9][CH2:10][C:11]([C:13]1[CH:18]=[CH:17][C:16]([O:19][CH3:20])=[CH:15][CH:14]=1)=[O:12])(=O)[C:2]1[CH:7]=[CH:6][N:5]=[CH:4][CH:3]=1.P(=O)(O)(O)O>C(OC(=O)C)(=O)C>[N:5]1[CH:6]=[CH:7][C:2]([C:1]2[O:12][C:11]([C:13]3[CH:18]=[CH:17][C:16]([O:19][CH3:20])=[CH:15][CH:14]=3)=[CH:10][N:9]=2)=[CH:3][CH:4]=1. Procedure: Isonicotinic acid (24.93 g., 0.0938 mole) and thionyl chloride (50 ml) is refluxed for 1 hour. The crude acid chloride which remains after removal of excess thionyl chloride at diminished pressure is dissolved in dry pyridine (200 ml) and p-methoxy phenacylammonium chloride (19.00 g, 0.938 mole) is added portion wise to the stirred solution. The addition is exothermic.. After the addition is completed, the reaction mixture is heated and stirred on a boiling water bath for 2 hours and then poured... Yields the product C1(=CC=CC=C1)C(CC(C)=O)CC (4-phenyl-hexan-2-one). Conditions: temperature 22 celsius, time 10 minute. Reactants: O (water), solution, C[Al](C)C (trimethyl aluminum), CuBr, C(/C1=CC=CC=C1)=C\C(C)=O (trans-benzylideneacetone), O1CCOCC1 (dioxane), O1CCOCC1 (dioxane). Run in CCCCCC (hexane). The yield is 78.0%. Reaction SMILES: [CH:1](=[CH:8]/[C:9](=[O:11])[CH3:10])\[C:2]1[CH:7]=[CH:6][CH:5]=[CH:4][CH:3]=1.C[Al](C)C.O.O1CCO[CH2:19][CH2:18]1>CCCCCC>[C:2]1([CH:1]([CH2:18][CH3:19])[CH2:8][C:9](=[O:11])[CH3:10])[CH:7]=[CH:6][CH:5]=[CH:4][CH:3]=1. Procedure: 143 mg of CuBr is added to 1.46 g (10 mmol) of cis/trans-benzylideneacetone (3-phenyl-but-3-en-2-one) in 20 ml of absolute dioxane. 11 ml (11 mmol) of a 1 molar solution of trimethyl aluminum in hexane is added to the reaction at room temperature under nitrogen atmosphere and, after completion of the addition, stirred for 10 minutes at 22° C. For hydrolysis of the reaction solution, 1 ml of water dissolved in 5 ml of dioxane is carefully added to the reaction. It is stirred for 10 minutes more a... Reactants: N[C@@H](CCCNC(N)=N)C(=O)N[C@@H]([C@@H](C)CC)C(=O)N[C@@H](CC(OC(C)(C)C)=O)C(=O)N[C@@H](CCCNC(N)=N)C(=O)N[C@@H]([C@@H](C)CC)C(=O)O.CC(=O)O.CC(=O)O (H-Arg-Ile-Asp(OtBu)-Arg-Ile-OH diacetate), Z-Arg(Z2)-Ile-Asp(OtBu)-Arg-Ile-OH. Run in C(C)(=O)O (acetic acid). Yields the product N[C@@H](CCCNC(N)=N)C(=O)N[C@@H]([C@@H](C)CC)C(=O)N[C@@H](CC(OC(C)(C)C)=O)C(=O)N[C@@H](CCCNC(N)=N)C(=O)N[C@@H]([C@@H](C)CC)C(=O)O (H-Arg-Ile-Asp(OtBu)-Arg-Ile-OH). RXN SMILES: [NH2:1][C@H:2]([C:10]([NH:12][C@H:13]([C:18]([NH:20][C@H:21]([C:30]([NH:32][C@H:33]([C:41]([NH:43][C@H:44]([C:49]([OH:51])=[O:50])[C@H:45]([CH2:47][CH3:48])[CH3:46])=[O:42])[CH2:34][CH2:35][CH2:36][NH:37][C:38](=[NH:40])[NH2:39])=[O:31])[CH2:22][C:23](=[O:29])[O:24][C:25]([CH3:28])([CH3:27])[CH3:26])=[O:19])[C@H:14]([CH2:16][CH3:17])[CH3:15])=[O:11])[CH2:3][CH2:4][CH2:5][NH:6][C:7](=[NH:9])[NH2:8].CC(O)=O.CC(O)=O>C(O)(=O)C>[NH2:1][C@H:2]([C:10]([NH:12][C@H:13]([C:18]([NH:20][C@H:21]([C:30]([NH:32][C@H:33]([C:41]([NH:43][C@H:44]([C:49]([OH:51])=[O:50])[C@H:45]([CH2:47][CH3:48])[CH3:46])=[O:42])[CH2:34][CH2:35][CH2:36][NH:37][C:38](=[NH:39])[NH2:40])=[O:31])[CH2:22][C:23](=[O:29])[O:24][C:25]([CH3:26])([CH3:28])[CH3:27])=[O:19])[C@H:14]([CH2:16][CH3:17])[CH3:15])=[O:11])[CH2:3][CH2:4][CH2:5][NH:6][C:7](=[NH:8])[NH2:9] |f:0.1.2|. Reported procedure: H-Arg-Ile-Asp(OtBu)-Arg-Ile-OH diacetate 6.34 g of Z-Arg(Z2)-Ile-Asp(OtBu)-Arg-Ile-OH are catalytically hydrogenated in 120 ml of 90% acetic acid in analogy to Example 1b. Reactants: O1C(NC2=C1C=CC=C2)=C(C#N)C#N (2-benzoxazolinylidene-malononitrile), [OH-].[Na+] (sodium hydroxide), S(=O)(=O)(OC)OC (dimethyl sulfate). The solvent is O (water). Conditions: time 1 hour. The product is CN1C(OC2=C1C=CC=C2)=C(C#N)C#N (3-methyl-benzoxazolinylidene-malononitrile). Reaction SMILES: [O:1]1[C:5]2[CH:6]=[CH:7][CH:8]=[CH:9][C:4]=2[NH:3][C:2]1=[C:10]([C:13]#[N:14])[C:11]#[N:12].[OH-].[Na+].S(OC)(O[CH3:21])(=O)=O>O>[CH3:21][N:3]1[C:4]2[CH:9]=[CH:8][CH:7]=[CH:6][C:5]=2[O:1][C:2]1=[C:10]([C:13]#[N:14])[C:11]#[N:12] |f:1.2|. Reported procedure: 9.15 g. (0.05 M) of 2-benzoxazolinylidene-malononitrile and 16.0 g. (0.4 M) of sodium hydroxide are dissolved in 500 ml. of water. The solution is brought to 5° C. while stirring and, over a period of 1 hour, 25.2 g. (0.2 M) of dimethyl sulfate are added dropwise. The resulting crystals are filtered off under suction, washed with water and dried to obtain 3-methyl-benzoxazolinylidene-malononitrile of melting point 198°-200° C. The reactants are CN1CCNCC1, O=[N+]([O-])c1ccc(Cl)c(Cl)c1, C1CC2(CCN1)OCCO2. Product: O=[N+]([O-])c1ccc(N2CCC3(CC2)OCCO3)c(Cl)c1. As a reaction SMILES: [CH3:22][N:23]1[CH2:24][CH2:25][NH:26][CH2:27][CH2:28]1.[Cl:1][c:2]1[cH:3][c:4]([N+:9](=[O:10])[O-:11])[cH:5][cH:6][c:7]1[Cl:8].[O:12]1[CH2:13][CH2:14][O:15][C:16]12[CH2:17][CH2:18][NH:19][CH2:20][CH2:21]2>>[Cl:1][c:2]1[cH:3][c:4]([N+:9](=[O:10])[O-:11])[cH:5][cH:6][c:7]1[N:19]1[CH2:18][CH2:17][C:16]2([O:12][CH2:13][CH2:14][O:15]2)[CH2:21][CH2:20]1. The reactants are O=C([O-])[O-], C=CCBr, CC(C)=O, Oc1ccc(C2CCCCC2)cc1, [K+], [K+]. Product: C=CCOc1cc(C2CCCCC2)ccc1O. Reaction SMILES: [C:18]([O-:19])(=[O:20])[O-:21].[CH2:14]([CH:15]=[CH2:16])[Br:17].[CH3:24][C:25](=[O:26])[CH3:27].[CH:1]1([c:7]2[cH:8][cH:9][c:10]([OH:13])[cH:11][cH:12]2)[CH2:2][CH2:3][CH2:4][CH2:5][CH2:6]1.[K+:22].[K+:23]>>[CH:1]1([c:7]2[cH:8][cH:9][c:10]([OH:13])[c:11]([O:19][CH2:14][CH:15]=[CH2:16])[cH:12]2)[CH2:2][CH2:3][CH2:4][CH2:5][CH2:6]1. The reactants are CC=CC#N, CN(C)C=O, Cc1nccn1-c1ccc(C=O)cc1, N#C[Na], O. The product is Cc1nccn1-c1ccc(C(=O)C(C)CC#N)cc1. Reaction SMILES: [C:23]([CH:24]=[CH:25][CH3:26])#[N:27].[CH3:15][N:16]([CH3:17])[CH:18]=[O:19].[CH3:1][c:2]1[n:3](-[c:7]2[cH:8][cH:9][c:10]([CH:11]=[O:12])[cH:13][cH:14]2)[cH:4][cH:5][n:6]1.[Na:20][C:21]#[N:22].[OH2:28]>>[CH3:1][c:2]1[n:3](-[c:7]2[cH:8][cH:9][c:10]([C:11](=[O:12])[CH:25]([CH2:24][C:23]#[N:27])[CH3:26])[cH:13][cH:14]2)[cH:4][cH:5][n:6]1. Starting materials: CC(C)O, Clc1ncnc2scc(-c3cccs3)c12, Nc1ccc(Oc2ccccc2)cc1. Yields the product Cl, c1ccc(Oc2ccc(Nc3ncnc4scc(-c5cccs5)c34)cc2)cc1. As a reaction SMILES: [CH3:30][CH:31]([OH:32])[CH3:33].[Cl:1][c:2]1[c:3]2[c:4]([n:5][cH:6][n:7]1)[s:8][cH:9][c:10]2-[c:11]1[s:12][cH:13][cH:14][cH:15]1.[O:16]([c:17]1[cH:18][cH:19][cH:20][cH:21][cH:22]1)[c:23]1[cH:24][cH:25][c:26]([NH2:27])[cH:28][cH:29]1>>[ClH:1].[c:2]1([NH:27][c:26]2[cH:25][cH:24][c:23]([O:16][c:17]3[cH:18][cH:19][cH:20][cH:21][cH:22]3)[cH:29][cH:28]2)[c:3]2[c:4]([n:5][cH:6][n:7]1)[s:8][cH:9][c:10]2-[c:11]1[s:12][cH:13][cH:14][cH:15]1.